This data is from the Open Reaction Database (ORD), a public repository of structured organic reaction records. The task is: describe an organic reaction: reactants, conditions, products, and yield Reactants: FC1=CC=C(C=C1)C(C=CC)=O (1-(4-fluorophenyl)but-2-en-1-one), BrC1=CC=C(C=C1)[C@H](C)N ((S)-1-(4-bromophenyl)ethanamine). Solvent: CCO (EtOH). Conditions: time 8 hour. Yields the product BrC1=CC=C(C=C1)[C@H](C)NC(CC(=O)C1=CC=C(C=C1)F)C (3-((S)-1-(4-bromophenyl)ethylamino)-1-(4-fluorophenyl)butan-1-one). As a reaction SMILES: [F:1][C:2]1[CH:7]=[CH:6][C:5]([C:8](=[O:12])[CH:9]=[CH:10][CH3:11])=[CH:4][CH:3]=1.[Br:13][C:14]1[CH:19]=[CH:18][C:17]([C@@H:20]([NH2:22])[CH3:21])=[CH:16][CH:15]=1>CCO>[Br:13][C:14]1[CH:19]=[CH:18][C:17]([C@@H:20]([NH:22][CH:10]([CH3:11])[CH2:9][C:8]([C:5]2[CH:4]=[CH:3][C:2]([F:1])=[CH:7][CH:6]=2)=[O:12])[CH3:21])=[CH:16][CH:15]=1. Reported procedure: A solution of 1-(4-fluorophenyl)but-2-en-1-one (13 g, 79.2 mmol) in EtOH (150 mL) was added (S)-1-(4-bromophenyl)ethanamine (32 g, 158 mmol), and the resulting mixture was stirred overnight. The solvent was removed in vacuo to give the crude 3-((S)-1-(4-bromophenyl)ethylamino)-1-(4-fluorophenyl)butan-1-one which was used for the next step without purification.